This data is from the Open Reaction Database (ORD), a public repository of structured organic reaction records. The task is: describe an organic reaction: reactants, conditions, products, and yield RXN SMILES: [N+:1]([O-:4])(O)=[O:2].[Cl:5][C:6]1[CH:11]=[CH:10][C:9]([C:12]2[CH:16]([Cl:17])[C:15]([OH:22])([C:18]([F:21])([F:20])[F:19])[O:14][N:13]=2)=[CH:8][CH:7]=1>S(=O)(=O)(O)O>[Cl:17][CH:16]1[C:15]([OH:22])([C:18]([F:19])([F:20])[F:21])[O:14][N:13]=[C:12]1[C:9]1[CH:10]=[CH:11][C:6]([Cl:5])=[C:7]([N+:1]([O-:4])=[O:2])[CH:8]=1. The product is ClC1C(=NOC1(C(F)(F)F)O)C1=CC(=C(C=C1)Cl)[N+](=O)[O-] (4-Chloro-3-(4'-chloro-3'-nitrophenyl)-5-hydroxy-5-trifluoromethyl isoxazoline). Run in S(O)(O)(=O)=O (sulfuric acid), S(O)(O)(=O)=O (sulfuric acid). Reactants: mixture, [N+](=O)(O)[O-] (nitric acid), ClC1=CC=C(C=C1)C1=NOC(C1Cl)(C(F)(F)F)O (3-(4'-chlorophenyl)-4-chloro-5-hydroxy-5-trifluoromethylisoxazoline), ice water. Run at temperature 5 celsius, time 1.5 hour. Procedure: At 5° C., 1.81 ml of a mixture of 0.46 ml of 98% strength nitric acid and 1.35 ml of concentrated sulfuric acid were added dropwise to 2.4 g of 3-(4'-chlorophenyl)-4-chloro-5-hydroxy-5-trifluoromethylisoxazoline in 20 ml of concentrated sulfuric acid. The reaction mixture was stirred at 5° C. for 1.5 hours and then poured into 300 ml of ice-water. The organic phase was subsequently separated off, dried over sodium sulfate and finally concentrated. Yield: 2.5 g. Starting materials: C(C)(C)(C)OC(=O)N1CCN(CC1)C(C1=CC=C(C=C1)NC1=NN(C(=N1)N)C1=NC=CC=C1)=O (4-[4-(5-amino-1-pyridin-2-yl-1H-[1,2,4]triazol-3-ylamino)-benzoyl]-piperazine-1-carboxylic acid tert-butyl ester), FC(C(=O)O)(F)F (trifluoroacetic acid). Reaction conditions: time 1 hour. Yields the product NC1=NC(=NN1C1=NC=CC=C1)NC1=CC=C(C=C1)C(=O)N1CCNCC1 ([4-(5-Amino-1-pyridin-2-yl-1H-[1,2,4]triazol-3-ylamino)-phenyl]-piperazin-1-yl-methanone). The yield is 78.4%. As a reaction SMILES: C(OC([N:8]1[CH2:13][CH2:12][N:11]([C:14](=[O:34])[C:15]2[CH:20]=[CH:19][C:18]([NH:21][C:22]3[N:26]=[C:25]([NH2:27])[N:24]([C:28]4[CH:33]=[CH:32][CH:31]=[CH:30][N:29]=4)[N:23]=3)=[CH:17][CH:16]=2)[CH2:10][CH2:9]1)=O)(C)(C)C.FC(F)(F)C(O)=O>>[NH2:27][C:25]1[N:24]([C:28]2[CH:33]=[CH:32][CH:31]=[CH:30][N:29]=2)[N:23]=[C:22]([NH:21][C:18]2[CH:19]=[CH:20][C:15]([C:14]([N:11]3[CH2:10][CH2:9][NH:8][CH2:13][CH2:12]3)=[O:34])=[CH:16][CH:17]=2)[N:26]=1. Reported procedure: A mixture of 4-[4-(5-amino-1-pyridin-2-yl-1H-[1,2,4]triazol-3-ylamino)-benzoyl]-piperazine-1-carboxylic acid tert-butyl ester (22.1 mg) and trifluoroacetic acid (0.50 mL) was stirred at room temperature for 1 h. The reaction mixture was concentrated to give the title compound (13.6 mg) as a white solid. MS (ES+): m/z=365.1; 1H NMR (CD3SOCD3, 500 MHz): δ 3.09-3.23 (m, 4H), 3.63-3.76 (m, 4H), 7.20-7.25 (m, 1H), 7.41 (d, 2H), 7.64-7.74 (m, 4H), 7.95-8.02 (m, 1H), 8.39-8.44 (m, 1H), 8.66-8.95 (m, 2H... Reactants: 5a, NaBO3, BrC=1C=C(C(=NC1)OCC1CC1)C (5-bromo-2-cyclopropylmethoxy-3-methyl-pyridine), B([O-])[O-] (boronate). Product: C1(CC1)COC1=C(C=C(C=N1)O)C (6-Cyclopropylmethoxy-5-methyl-pyridin-3-ol). RXN SMILES: Br[C:2]1[CH:3]=[C:4]([CH3:13])[C:5]([O:8][CH2:9][CH:10]2[CH2:12][CH2:11]2)=[N:6][CH:7]=1.B([O-])[O-:15]>>[CH:10]1([CH2:9][O:8][C:5]2[N:6]=[CH:7][C:2]([OH:15])=[CH:3][C:4]=2[CH3:13])[CH2:12][CH2:11]1. Procedure: Following Typical Procedures 4 and 5a, conversion of 5-bromo-2-cyclopropylmethoxy-3-methyl-pyridine to the boronate and oxidation with NaBO3 provided the title compound. MS ESI+: m/z=180 [M+H]+. The reactants are C(C)(C)(C)[S@](=O)N=CCCC(C(=O)OCC1=CC=CC=C1)(C)C (benzyl (SS)-5-[(tert-butylsulfinyl)imino]-2,2-dimethylpentanoate), C(C)(C)(C)[S@](=O)N=CCCC(C(=O)OCC1=CC=CC=C1)(C)C (benzyl (SS)-5-[(tert-butylsulfinyl)imino]-2,2-dimethylpentanoate), BrC1=CC(=C(C(=C1)F)F)F (1-bromo-3,4,5-trifluorobenzene), C(C)(C)(C)[Li] (tert-butyllithium), solution. Solvent: C1(=CC=CC=C1)C (toluene), C1CCOC1 (THF), CCCCC (pentane). Conditions: temperature 0 celsius, time 3 hour. Product: BrC1=CC(=C(C(=C1C1CCC(C(N1)=O)(C)C)F)F)F (6-(6-Bromo-2,3,4-trifluorophenyl)-3,3-dimethylpiperidin-2-one). Reaction SMILES: [Br:1][C:2]1[CH:7]=[C:6]([F:8])[C:5]([F:9])=[C:4]([F:10])[CH:3]=1.C([Li])(C)(C)C.C([S@@]([N:22]=[CH:23][CH2:24][CH2:25][C:26]([CH3:38])([CH3:37])[C:27](OCC1C=CC=CC=1)=[O:28])=O)(C)(C)C>C1COCC1.CCCCC.C1(C)C=CC=CC=1>[Br:1][C:2]1[C:7]([CH:23]2[NH:22][C:27](=[O:28])[C:26]([CH3:38])([CH3:37])[CH2:25][CH2:24]2)=[C:6]([F:8])[C:5]([F:9])=[C:4]([F:10])[CH:3]=1. Reported procedure: To a stirred solution of 1-bromo-3,4,5-trifluorobenzene (313 mg, 1.48 mmol) in THF (3 mL) at −78° C. was added tert-butyllithium (1.74 mL of a 1.7 M solution in pentane, 2.96 mmol) dropwise. The reaction mixture was stirred for 1 h at −78° C., 3 h at 0° C., and then cooled back down to −78° C. A solution of benzyl (SS)-5-[(tert-butylsulfinyl)imino]-2,2-dimethylpentanoate (250 mg, 0.741 mmol, described in Intermediate 3) in toluene (5 mL) was added. The reaction mixture was stirred for 20 min at ...